Dataset: the Open Reaction Database (ORD), a public repository of structured organic reaction records. Task: describe an organic reaction: reactants, conditions, products, and yield Starting materials: ClC=1C=C(OC2=CC=C3C=NNC3=C2)C=CC1[N+](=O)[O-] (6-(3-chloro-4-nitrophenoxy)-1H-indazole), C(C1=CC=CC=C1)N (benzylamine). Run in CN(C)C=O (DMF). Run at temperature 100 celsius. Product: C(C1=CC=CC=C1)NC1=C(C=CC(=C1)OC1=CC=C2C=NNC2=C1)[N+](=O)[O-] (benzyl-[5-(1H-indazol-6-yloxy)-2-nitrophenyl]-amine). As a reaction SMILES: Cl[C:2]1[CH:3]=[C:4]([CH:15]=[CH:16][C:17]=1[N+:18]([O-:20])=[O:19])[O:5][C:6]1[CH:14]=[C:13]2[C:9]([CH:10]=[N:11][NH:12]2)=[CH:8][CH:7]=1.[CH2:21]([NH2:28])[C:22]1[CH:27]=[CH:26][CH:25]=[CH:24][CH:23]=1>CN(C=O)C>[CH2:21]([NH:28][C:2]1[CH:3]=[C:4]([O:5][C:6]2[CH:14]=[C:13]3[C:9]([CH:10]=[N:11][NH:12]3)=[CH:8][CH:7]=2)[CH:15]=[CH:16][C:17]=1[N+:18]([O-:20])=[O:19])[C:22]1[CH:27]=[CH:26][CH:25]=[CH:24][CH:23]=1. Procedure: A stirred solution of the nitro compound (2 mmol) in DMF (4 mL) was added with benzylamine (4 mmol) and contents were heated at 100° C. for 6 h. The reaction mixture was cooled to RT and the contents were poured onto ice cold water with vigorous stirring. The solid formed was collected by filtration, washed with water, and dried in vacuo. The residue obtained was purified on silica gel column chromatography using hexane/EtOAC as eluent to provide the product, benzyl-[5-(1H-indazol-6-yloxy)-2-nit... Reactants: ice water, ClC=1C2=C(N=CN1)NC=C2I (4-chloro-5-iodo-7H-pyrrolo[2,3-d]pyrimidine), COC(=O)[C@@H]1C[C@@H](C1)O (cis-3-hydroxycyclobutanecarboxylic acid methyl ester), C1=CC=C(C=C1)P(C2=CC=CC=C2)C3=CC=CC=C3 (PPh3), CC(C)OC(=O)/N=N/C(=O)OC(C)C (DIAD). Run in C1CCOC1 (THF). Run at temperature 75 celsius. Yields the product ClC=1C2=C(N=CN1)N(C=C2I)[C@@H]2C[C@H](C2)CO (trans-[3-(4-Chloro-5-iodopyrrolo[2,3-d]pyrimidin-7-yl)-cyclobutyl]-methanol). Reaction SMILES: [Cl:1][C:2]1[C:3]2[C:10]([I:11])=[CH:9][NH:8][C:4]=2[N:5]=[CH:6][N:7]=1.C[O:13][C:14]([C@H:16]1[CH2:19][C@@H:18](O)[CH2:17]1)=O.C1C=CC(P(C2C=CC=CC=2)C2C=CC=CC=2)=CC=1.CC(OC(/N=N/C(OC(C)C)=O)=O)C>C1COCC1>[Cl:1][C:2]1[C:3]2[C:10]([I:11])=[CH:9][N:8]([C@H:18]3[CH2:19][C@H:16]([CH2:14][OH:13])[CH2:17]3)[C:4]=2[N:5]=[CH:6][N:7]=1. Reported procedure: To a mixture of 4-chloro-5-iodo-7H-pyrrolo[2,3-d]pyrimidine (prepared according to: L. B. Townsend et al., J. Med. Chem. 1990, 33 (7), 1984-92) (280 mg, 1.00 mmol), cis-3-hydroxycyclobutanecarboxylic acid methyl ester (trans/cis=1:5) (180 mg, 1.38 mmol), and PS-PPh3 (loading 2.02 mmol/g; 951 mg, 2.02 mmol) in dry THF (10 mL), cooled by ice/water, was added DIAD (295 μL, 303 mg, 1.50 mmol), then the cooling bath was removed, and the mixture was vortexed (220 rpm) for 2 d. The resin was filtered o...